From a dataset of the Open Reaction Database (ORD), a public repository of structured organic reaction records. describe an organic reaction: reactants, conditions, products, and yield Run in C1CCOC1 (THF). Isolated yield 100.0%. Procedure: A stirred solution of ethyl 2-(3-fluoropyridin-2-yl)acetate (1.90 g, 10.4 mmol) in THF (26 mL) was treated with 3 M aqueous NaOH (6.9 mL, 20.7 mmol) and stirred at room temperature overnight. The mixture was concentrated to remove the THF, and the residual aqueous solution was frozen and lyophilized to provide sodium 2-(3-fluoropyridin-2-yl)acetate as a white solid (assumed 100% yield), which was used without further purification. Mass spectrum m/z 156 (M+H)+. Product: FC=1C(=NC=CC1)CC(=O)[O-].[Na+] (sodium 2-(3-fluoropyridin-2-yl)acetate). Run at time 8 hour. Reactants: FC=1C(=NC=CC1)CC(=O)OCC (ethyl 2-(3-fluoropyridin-2-yl)acetate), [OH-].[Na+] (NaOH). RXN SMILES: [F:1][C:2]1[C:3]([CH2:8][C:9]([O:11]CC)=[O:10])=[N:4][CH:5]=[CH:6][CH:7]=1.[OH-].[Na+:15]>C1COCC1>[F:1][C:2]1[C:3]([CH2:8][C:9]([O-:11])=[O:10])=[N:4][CH:5]=[CH:6][CH:7]=1.[Na+:15] |f:1.2,4.5|. Reactants: aqueous solution, OO (hydrogen peroxide), aqueous solution, C(=O)([O-])[O-].[Na+].[Na+] (Na2CO3), [Si]([O-])([O-])([O-])[O-].[Na+].[Na+].[Na+].[Na+] (sodium silicate), C(=O)([O-])[O-].[Na+].[Na+] (Na2CO3), [Na+].[Cl-] (NaCl), OO (hydrogen peroxide). Solvent: O (water). Reaction conditions: time 1 hour. Yields the product C(=O)([O-])[O-].C(=O)([O-])[O-].OO.OO.OO.[Na+].[Na+].[Na+].[Na+] (Sodium percarbonate). RXN SMILES: [OH:1][OH:2].[C:3]([O-:6])([O-:5])=[O:4].[Na+:7].[Na+].[Na+].[Cl-].[Si]([O-])([O-])([O-])[O-].[Na+].[Na+].[Na+].[Na+]>O>[C:3]([O-:6])([O-:5])=[O:4].[C:3]([O-:6])([O-:5])=[O:4].[OH:1][OH:2].[OH:1][OH:2].[OH:1][OH:2].[Na+:7].[Na+:7].[Na+:7].[Na+:7] |f:1.2.3,4.5,6.7.8.9.10,12.13.14.15.16.17.18.19.20|. Procedure: Sodium percarbonate was prepared as follows: 127 g of 50% aqueous solution of hydrogen peroxide and 375 g of 30% aqueous solution of Na2CO3 were simultaneously added to a mother liquor containing 7.5 g of Na2CO3, 55 g of NaCl, 200 g of water and 10 to 1000 ppm of organic polymer (tables 1 and 2), for one hour at room temperature and by stirring at a rate of 142 rpm. The aqueous solution of hydrogen peroxide had been stabilized with an aqueous solution of sodium silicate (1.84 g of sodium silicat...